This data is from the Open Reaction Database (ORD), a public repository of structured organic reaction records. The task is: describe an organic reaction: reactants, conditions, products, and yield Reactants: [C]=O (carbon monoxide), ClC1=CC=CC=C1 (chlorobenzene), [C]=O (carbon monoxide), C1(=CC=CC=C1)P(C1=CC=CC=C1)C(C)C(C)P(C1=CC=CC=C1)C1=CC=CC=C1 (bisdiphenylphosphinobutane), C([O-])([O-])=O.[K+].[K+] (potassium carbonate). Reagents/catalysts: [Pd](Cl)Cl (palladium chloride). Solvent: O (water). Conditions: temperature 210 celsius, time 3 hour. Yields the product C(C1=CC=CC=C1)(=O)O (benzoic acid). RXN SMILES: Cl[C:2]1[CH:7]=[CH:6][CH:5]=[CH:4][CH:3]=1.C1(P(C(C(P(C2C=CC=CC=2)C2C=CC=CC=2)C)C)C2C=CC=CC=2)C=CC=CC=1.[C:38](=O)([O-:40])[O-:39].[K+].[K+].[C]=O>[Pd](Cl)Cl.O>[C:38]([OH:40])(=[O:39])[C:2]1[CH:7]=[CH:6][CH:5]=[CH:4][CH:3]=1 |f:2.3.4,^3:43|. Procedure details: In an autoclave made of metal were placed 11.2 g of chlorobenzene, 17.5 mg of palladium chloride, 427 mg of bisdiphenylphosphinobutane and 3.1 g of potassium carbonate. The air in the autoclave was replaced with carbon monoxide introduced thereinto in several times, after which carbon monoxide was further introduced to its pressure therein to 50 kg/cm2. The reaction was carried out with stirring for 3 hours on a salt bath at a bath temperature of 210° C. After completion of the reaction, the rea... Starting materials: C(C1=CC=CC=C1)(=O)N1C=CC=2C1=NC(=CC2)Br (1-benzoyl-6-bromo-1H-pyrrolo[2,3-b]pyridine), [OH-].[Na+] (sodium hydroxide). Run in CO (methanol). Reaction conditions: time 2 hour. Product: BrC1=CC=C2C(=N1)NC=C2 (6-bromo-1H-pyrrolo[2,3-b]pyridine). The yield is 94.7%. RXN SMILES: C([N:9]1[C:13]2=[N:14][C:15]([Br:18])=[CH:16][CH:17]=[C:12]2[CH:11]=[CH:10]1)(=O)C1C=CC=CC=1.[OH-].[Na+]>CO>[Br:18][C:15]1[N:14]=[C:13]2[NH:9][CH:10]=[CH:11][C:12]2=[CH:17][CH:16]=1 |f:1.2|. Procedure: A solution of 1-benzoyl-6-bromo-1H-pyrrolo[2,3-b]pyridine (0.046 g, 0.15 mmol) in methanol (5.0 mL) was added with 5 N aqueous sodium hydroxide (1.0 mL), and the mixture was stirred at room temperature for 2 hours. The solvent was evaporated under reduced pressure, the residue was extracted with diethyl ether, and then the organic layer was washed successively with water and saturated brine, and dried over anhydrous magnesium sulfate. The solvent was evaporated under reduced pressure to obtain 6...